This data is from the Open Reaction Database (ORD), a public repository of structured organic reaction records. The task is: describe an organic reaction: reactants, conditions, products, and yield Starting materials: C(C)(=O)O[C@@]1(O[C@H]1C)C1=CC=C(C=C1)Br ((2S,3S)-2-(4-bromophenyl)-3-methyloxiran-2-yl acetate), C([O-])([O-])=O.[K+].[K+] (Potassium carbonate). Run in CO (methanol). Conditions: temperature 0 celsius, time 3 hour. Product: BrC1=CC=C(C=C1)C([C@@H](C)O)=O ((2R)-1-(4-bromophenyl)-2-hydroxypropan-1-one). Yield: 50.2%. As a reaction SMILES: C([O:4][C@@:5]1([C:9]2[CH:14]=[CH:13][C:12]([Br:15])=[CH:11][CH:10]=2)[C@H:7]([CH3:8])[O:6]1)(=O)C.C(=O)([O-])[O-].[K+].[K+]>CO>[Br:15][C:12]1[CH:11]=[CH:10][C:9]([C:5](=[O:4])[C@H:7]([OH:6])[CH3:8])=[CH:14][CH:13]=1 |f:1.2.3|. Procedure: A 50 mL round bottom flask equipped with a magnetic stir bar, nitrogen gas inlet, and thermocouple was charged with (2S,3S)-2-(4-bromophenyl)-3-methyloxiran-2-yl acetate (490 mg, 1.81 mmol) and methanol (20 mL), and the reaction mixture was cooled to 0° C. in an ice/water bath. Potassium carbonate (15 mg, 0.1 mmol) was added, and the mixture was stirred at 0° C. for 3 hours. The reaction mixture was concentrated and purified by column chromatography to give the product as an oil (208 mg, 50%): 1... Starting materials: N#N (N2), COC(=O)C=1N=COC1C1=CC(=CC=C1)C(=O)OC(C)(C)C (5-(3-tert-butoxycarbonyl-phenyl)-oxazole-4-carboxylic acid methyl ester). Solvent: C(=O)(C(F)(F)F)O (TFA). The product is COC(=O)C=1N=COC1C1=CC(=CC=C1)C(=O)O (5-(3-Carboxy-phenyl)-oxazole-4-carboxylic acid methyl ester). As a reaction SMILES: N#N.[CH3:3][O:4][C:5]([C:7]1[N:8]=[CH:9][O:10][C:11]=1[C:12]1[CH:17]=[CH:16][CH:15]=[C:14]([C:18]([O:20]C(C)(C)C)=[O:19])[CH:13]=1)=[O:6]>C(O)(C(F)(F)F)=O>[CH3:3][O:4][C:5]([C:7]1[N:8]=[CH:9][O:10][C:11]=1[C:12]1[CH:17]=[CH:16][CH:15]=[C:14]([C:18]([OH:20])=[O:19])[CH:13]=1)=[O:6]. Procedure: In a flame dried round-bottomed flask equipped with a magnetic stir bar and under inert atmosphere (N2), a solution of 5-(3-tert-butoxycarbonyl-phenyl)-oxazole-4-carboxylic acid methyl ester (1.00 g, 3.30 mmol) in TFA (13.3 mL) was stirred at rt for 45 min. The TFA was removed under reduced pressure and the residue was triturate in Et2O, filtered and washed with Et2O to give the title compound as a white powder. LC-MS-conditions 02: tR=0.79 min, [M+H]+=248.20. Reactants: C(C)(C)(C1=CC=CC=C1)Cl (cumyl chloride), CCl (methyl chloride), CC(C)=C (isobutylene), CCCCCC (hexane), B(Cl)(Cl)Cl (BCl3). Solvent: CO (MeOH). Conditions: time 10 minute. The product is ClC(C)(C)C1=CC(=CC(=C1)C(C)(C)C)C(C)(C)C (1-(2-chloro-2-propyl)-3,5-di-tert-butylbenzene). Reaction SMILES: [C:1]([Cl:10])([C:4]1[CH:9]=[CH:8][CH:7]=[CH:6][CH:5]=1)([CH3:3])[CH3:2].[CH3:11]Cl.[CH3:13][C:14](=[CH2:16])[CH3:15].B(Cl)(Cl)Cl.CCC[CH2:24][CH2:25][CH3:26]>CO>[Cl:10][C:1]([C:4]1[CH:9]=[C:8]([C:14]([CH3:15])([CH3:13])[CH3:16])[CH:7]=[C:6]([C:25]([CH3:24])([CH3:26])[CH3:11])[CH:5]=1)([CH3:3])[CH3:2]. Reported procedure: The following procedure is conducted in a dry box under dry N2 atmosphere at -40° C. Into a 500 mL three-necked, round-bottomed flask equipped with mechanical stirrer are added 30 g (0.19 mole) cumyl chloride, 200 mL hexane, 200 mL methyl chloride, and 11.4 g (0.20 mole) isobutylene. With vigorous stirring, 50 g (0.43 mole) BCl3 is added rapidly to the mixture. After 10 minutes, 45 mL pre-chilled MeOH is added to terminate the reaction, and the reactor is removed from the dry-box. The MeCl2 is c...